This data is from the Open Reaction Database (ORD), a public repository of structured organic reaction records. The task is: describe an organic reaction: reactants, conditions, products, and yield The reactants are C(C1=CC=CC=C1)(=O)NC1=CC=C(C=C1)C1=CC=C2CN(C(C2=C1)=O)[C@H](C(=O)OC)C(C)C ((S)-Methyl 2-(6-(4-benzamidophenyl)-1-oxoisoindolin-2-yl)-3-methylbutanoate), NC1=CC=C(C=C1)C1=CC=C2CN(C(C2=C1)=O)[C@H](C(=O)OC)C(C)C ((S)-Methyl 2-(6-(4-aminophenyl)-1-oxoisoindolin-2-yl)-3-methylbutanoate), O(C1=CC=CC=C1)C1=C(C(=O)Cl)C=CC=C1 (2-phenoxy benzoyl chloride). Product: CC([C@@H](C(=O)OC)N1C(C2=CC(=CC=C2C1)C1=CC=C(C=C1)NC(C1=C(C=CC=C1)OC1=CC=CC=C1)=O)=O)C ((S)-Methyl 3-methyl-2-(1-oxo-6-(4-(2-phenoxybenzamido)phenyl)isoindolin-2-yl)butanoate). Isolated yield 92.0%. RXN SMILES: [C:1]([NH:9][C:10]1[CH:15]=[CH:14][C:13]([C:16]2[CH:24]=[C:23]3[C:19]([CH2:20][N:21]([C@@H:26]([CH:31]([CH3:33])[CH3:32])[C:27]([O:29][CH3:30])=[O:28])[C:22]3=[O:25])=[CH:18][CH:17]=2)=[CH:12][CH:11]=1)(=[O:8])[C:2]1[CH:7]=[CH:6][CH:5]=[CH:4][CH:3]=1.NC1C=CC(C2C=C3C(CN([C@@H](C(C)C)C(OC)=O)C3=O)=CC=2)=CC=1.[O:59](C1C=CC=CC=1C(Cl)=O)[C:60]1[CH:65]=[CH:64][CH:63]=[CH:62][CH:61]=1>>[CH3:32][CH:31]([CH3:33])[C@H:26]([N:21]1[CH2:20][C:19]2[C:23](=[CH:24][C:16]([C:13]3[CH:12]=[CH:11][C:10]([NH:9][C:1](=[O:8])[C:2]4[CH:3]=[CH:4][CH:5]=[CH:6][C:7]=4[O:59][C:60]4[CH:65]=[CH:64][CH:63]=[CH:62][CH:61]=4)=[CH:15][CH:14]=3)=[CH:17][CH:18]=2)[C:22]1=[O:25])[C:27]([O:29][CH3:30])=[O:28]. Procedure: The compound of example 151 was prepared analogous to compound of example 97 by reaction of compound of example 6 with 2-phenoxy benzoyl chloride.